This data is from the Open Reaction Database (ORD), a public repository of structured organic reaction records. The task is: describe an organic reaction: reactants, conditions, products, and yield Starting materials: C(=O)(C(F)(F)F)O (TFA), C(N)([O-])=O (carbamate), ClCCCl (DCE). Reaction conditions: time 1 hour. The product is C(=O)(C(F)(F)F)O (TFA), N1CCCC1 (pyrrolidine). Reaction SMILES: [C:1]([OH:7])([C:3]([F:6])([F:5])[F:4])=[O:2].[C:8](=O)([O-])[NH2:9].Cl[CH2:13][CH2:14]Cl>>[C:1]([OH:7])([C:3]([F:6])([F:5])[F:4])=[O:2].[NH:9]1[CH2:8][CH2:14][CH2:13][CH2:1]1. Reported procedure: TFA (3 mL, 38.9 mmol) was added to a stirred solution of carbamate J1c (238 mg, 0.367 mmol) in DCE (7 mL) and the reaction was stirred at rt for 1 h. The reaction mixture was concentrated under vacuum to yield a TFA salt of pyrrolidine J1d (260 mg) as a yellow solid. The reactants are C(C)(=O)O[C@@H]1[C@@](OCC2=CC=CC=C2)(O[C@@H]([C@H](C1)OC(C)=O)C)NC(CCl)=O (Benzyl 2,4-di-O-acetyl-3,6-dideoxychloroacetamido-alpha-D-mannopyranoside), P(OCC)(OCC)OCC (triethyl phosphite). Yields the product C(C)(=O)O[C@@H]1[C@@](OCC2=CC=CC=C2)(O[C@@H]([C@H](C1)OC(C)=O)C)NC(CP(=O)(OCC)OCC)=O (Benzyl 2,4-di-O-acetyl-3,6-dideoxydiethylphosphonoacetamido-alpha-D-mannopyranoside). Reaction SMILES: [C:1]([O:4][C@H:5]1[CH2:18][C@H:17]([O:19][C:20](=[O:22])[CH3:21])[C@@H:16]([CH3:23])[O:15][C@:6]1([NH:24][C:25](=[O:28])[CH2:26]Cl)[O:7][CH2:8][C:9]1[CH:14]=[CH:13][CH:12]=[CH:11][CH:10]=1)(=[O:3])[CH3:2].[P:29]([O:36]CC)([O:33][CH2:34][CH3:35])[O:30][CH2:31][CH3:32]>>[C:1]([O:4][C@H:5]1[CH2:18][C@H:17]([O:19][C:20](=[O:22])[CH3:21])[C@@H:16]([CH3:23])[O:15][C@:6]1([NH:24][C:25](=[O:28])[CH2:26][P:29]([O:33][CH2:34][CH3:35])([O:30][CH2:31][CH3:32])=[O:36])[O:7][CH2:8][C:9]1[CH:14]=[CH:13][CH:12]=[CH:11][CH:10]=1)(=[O:3])[CH3:2]. Reported procedure: Benzyl 2,4-di-O-acetyl-3,6-dideoxychloroacetamido-alpha-D-mannopyranoside, 20, 0.65 g (0.00157 mole) and triethyl phosphite (5 mL) were heated at 110°-120° C. for 4.5 h with stirring under argon. The solvent was distilled at high vacuum, 50 mg of the residue was saved, and the rest carried on. Reactants: CN(C)C=O, CC(C)N(CCCl)C(C)C, Cl, O=C1Nc2ccc(F)cc2C1=O, [H-], [Na+]. Product: CC(C)N(CCN1C(=O)C(=O)c2cc(F)ccc21)C(C)C. RXN SMILES: [CH3:26][N:27]([CH3:28])[CH:29]=[O:30].[CH:14]([CH3:15])([CH3:16])[N:17]([CH2:18][CH2:19][Cl:20])[CH:21]([CH3:22])[CH3:23].[ClH:13].[F:1][c:2]1[cH:3][c:4]2[c:8]([cH:9][cH:10]1)[NH:7][C:6](=[O:11])[C:5]2=[O:12].[H-:24].[Na+:25]>>[F:1][c:2]1[cH:3][c:4]2[c:8]([cH:9][cH:10]1)[N:7]([CH2:19][CH2:18][N:17]([CH:14]([CH3:15])[CH3:16])[CH:21]([CH3:22])[CH3:23])[C:6](=[O:11])[C:5]2=[O:12].